describe an organic reaction: reactants, conditions, products, and yield From a dataset of the Open Reaction Database (ORD), a public repository of structured organic reaction records. Starting materials: C(C)(=O)OCCCCCBr (5-bromopentyl acetate), P(OCC)(OCC)OCC (triethyl phosphite). Product: C(C)(=O)OCCCCCP(=O)(OCC)OCC (5-(Diethylphosphono)pentyl acetate). As a reaction SMILES: [C:1]([O:4][CH2:5][CH2:6][CH2:7][CH2:8][CH2:9]Br)(=[O:3])[CH3:2].[P:11]([O:18]CC)([O:15][CH2:16][CH3:17])[O:12][CH2:13][CH3:14]>>[C:1]([O:4][CH2:5][CH2:6][CH2:7][CH2:8][CH2:9][P:11]([O:15][CH2:16][CH3:17])([O:12][CH2:13][CH3:14])=[O:18])(=[O:3])[CH3:2]. Procedure details: 100.34 g (0.48 mol) of 5-bromopentyl acetate were heated at 150° C. for 8 hours with 79.8 g (0.048 mol) of triethyl phosphite while stirring and passing in nitrogen. The mixture was then fractionally distilled under reduced pressure. Reactants: C(C)(C)(C)OC(=O)N1C(CN(CC1)CC1=CC(=CC=C1)C1=NC(=NC=C1)Cl)CC1=CNC2=CC=CC=C12 (4-[3-(2-Chloro-pyrimidin-4-yl)-benzyl]-2-(1H-indol-3-ylmethyl)-piperazine-1-carboxylic acid tert-butyl ester), FC=1C=C(C=C(C1)F)CCN (2-(3,5-difluoro-phenyl)-ethylamine), 540. The product is FC=1C=C(C=C(C1)F)CCNC1=NC=CC(=N1)C1=CC(=CC=C1)CN1C[C@@H](NCC1)CC1=CNC2=CC=CC=C12 ([2-(3,5-Difluoro-phenyl)-ethyl]-(4-{3-[3(S)-(1H-indol-3-ylmethyl)-piperazin-1-ylmethyl]-phenyl}-pyrimidin-2-yl)-amine). RXN SMILES: C(OC([N:8]1[CH2:13][CH2:12][N:11]([CH2:14][C:15]2[CH:20]=[CH:19][CH:18]=[C:17]([C:21]3[CH:26]=[CH:25][N:24]=[C:23](Cl)[N:22]=3)[CH:16]=2)[CH2:10][CH:9]1[CH2:28][C:29]1[C:37]2[C:32](=[CH:33][CH:34]=[CH:35][CH:36]=2)[NH:31][CH:30]=1)=O)(C)(C)C.[F:38][C:39]1[CH:40]=[C:41]([CH2:46][CH2:47][NH2:48])[CH:42]=[C:43]([F:45])[CH:44]=1>>[F:38][C:39]1[CH:40]=[C:41]([CH2:46][CH2:47][NH:48][C:23]2[N:22]=[C:21]([C:17]3[CH:18]=[CH:19][CH:20]=[C:15]([CH2:14][N:11]4[CH2:12][CH2:13][NH:8][C@@H:9]([CH2:28][C:29]5[C:37]6[C:32](=[CH:33][CH:34]=[CH:35][CH:36]=6)[NH:31][CH:30]=5)[CH2:10]4)[CH:16]=3)[CH:26]=[CH:25][N:24]=2)[CH:42]=[C:43]([F:45])[CH:44]=1. Procedure: Intermediate 109 was coupled with 2-(3,5-difluoro-phenyl)-ethylamine following procedure F. The resulting product was deprotected following procedure G2. LC-MS showed the product had the expected M+H+ of 540. 1H NMR (Varian 300 MHz, CD3OD, shifts relative to the solvent peak at 3.3 ppm) δ 8.59 (s, 1H), 8.34 (d, 1H), 8.29 (d, 1H), 7.84 (d, 1H), 7.60 (m, 3H), 7.33 (d, 1H), 7.26 (s, 1H), 6.98 (m, 4H), 6.72 (s, 1H), 4.63 (s, 2H), 4.16 (m, 1H), 4.04 (s, 2H), 3.49 (m, 4H), 3.26 (m, 4H), 3.05 (t, 2H). The reactants are [O-]S(=O)(=O)[O-].[Mg+2] (MgSO4), [O-][Mn](=O)(=O)=O.[K+] (KMnO4), [N+](=O)([O-])C1=CC=C(C(=O)N2C3=C(CCCC2)SC=C3)C=C1 (4-(4-nitrobenzoyl)-5,6,7,8-tetrahydro-4H-thieno[3,2-b]azepine), [O-]S(=O)(=O)[O-].[Mg+2] (MgSO4), O (water), [O-][Mn](=O)(=O)=O.[K+] (KMnO4), [O-]S(=O)(=O)[O-].[Mg+2] (MgSO4), [O-][Mn](=O)(=O)=O.[K+] (KMnO4). The solvent is CC(=O)C (acetone). Reaction conditions: temperature 70 celsius, time 8 hour. Product: [N+](=O)([O-])C1=CC=C(C(=O)N2C3=C(C(CCC2)=O)SC=C3)C=C1 (4-(4-Nitrobenzoyl)-4,5,6,7-tetrahydro-8H-thieno[3,2-b]-azepin-8-one). The yield is 60.5%. As a reaction SMILES: [N+:1]([C:4]1[CH:21]=[CH:20][C:7]([C:8]([N:10]2[CH2:16][CH2:15][CH2:14][CH2:13][C:12]3[S:17][CH:18]=[CH:19][C:11]2=3)=[O:9])=[CH:6][CH:5]=1)([O-:3])=[O:2].[O-:22]S([O-])(=O)=O.[Mg+2].O.[O-][Mn](=O)(=O)=O.[K+]>CC(C)=O>[N+:1]([C:4]1[CH:5]=[CH:6][C:7]([C:8]([N:10]2[CH2:16][CH2:15][CH2:14][C:13](=[O:22])[C:12]3[S:17][CH:18]=[CH:19][C:11]2=3)=[O:9])=[CH:20][CH:21]=1)([O-:3])=[O:2] |f:1.2,4.5|. Procedure: To a solution of 9.0 g of 4-(4-nitrobenzoyl)-5,6,7,8-tetrahydro-4H-thieno[3,2-b]azepine in 713 ml of acetone is added 6.74 g of MgSO4 and 351 ml of water followed by 8.2 g of KMnO4 and heating at 70° C. for 18 hours. Another 6.24 g of MgSO4 and 8.2 g of KMnO4 is added and heating continued at 70° C. for 8 hours. An additional 6.24 g of MgSO4 and 8.2 g of KMnO4 is added and heating continued at 70° C. for 18 hours. The reaction mixture is filtered through diatomaceous earth and the cake washed wi... The reactants are NCCCN1C(CCC1)=O (1-(3-amino-propyl)-pyrrolidin-2-one), C(C)OC(=O)C=1C(C2=C(N=C(N=C2)S(=O)(=O)C)N(C1)C=1C=C2CCCC2=CC1)=O (8-indan-5-yl-2-methanesulfonyl-5-oxo-5,8-dihydro-pyrido[2,3-d]pyrimidine-6-carboxylic acid ethyl ester). Product: C(C)OC(=O)C=1C(C2=C(N=C(N=C2)NCCCN2C(CCC2)=O)N(C1)C=1C=C2CCCC2=CC1)=O (8-Indan-5-yl-5-oxo-2-[3-(2-oxo-pyrrolidin-1-yl)-propylamino]-5,8-dihydro-pyrido[2,3-d]pyrimidine-6-carboxylic acid ethyl ester). As a reaction SMILES: [NH2:1][CH2:2][CH2:3][CH2:4][N:5]1[CH2:9][CH2:8][CH2:7][C:6]1=[O:10].[CH2:11]([O:13][C:14]([C:16]1[C:17](=[O:39])[C:18]2[CH:23]=[N:22][C:21](S(C)(=O)=O)=[N:20][C:19]=2[N:28]([C:30]2[CH:31]=[C:32]3[C:36](=[CH:37][CH:38]=2)[CH2:35][CH2:34][CH2:33]3)[CH:29]=1)=[O:15])[CH3:12]>>[CH2:11]([O:13][C:14]([C:16]1[C:17](=[O:39])[C:18]2[CH:23]=[N:22][C:21]([NH:1][CH2:2][CH2:3][CH2:4][N:5]3[CH2:9][CH2:8][CH2:7][C:6]3=[O:10])=[N:20][C:19]=2[N:28]([C:30]2[CH:31]=[C:32]3[C:36](=[CH:37][CH:38]=2)[CH2:35][CH2:34][CH2:33]3)[CH:29]=1)=[O:15])[CH3:12]. Procedure: Using the procedure outlined in Example 1 Step F, the title compound was prepared from 1-(3-amino-propyl)-pyrrolidin-2-one and 8-indan-5-yl-2-methanesulfonyl-5-oxo-5,8-dihydro-pyrido[2,3-d]pyrimidine-6-carboxylic acid ethyl ester (from Example 1(Step E) 25 mg, 0.052 mmol). 17 mg of 8-Indan-5-yl-5-oxo-2-[3-(2-oxo-pyrrolidin-1-yl)-propylamino]-5,8-dihydro-pyrido[2,3-d]pyrimidine-6-carboxylic acid ethyl ester was obtained as a white solid. 1H NMR (400 MHz, CDCl3) δ (ppm): 9.25 (s, 1H), 8.46 (s, 1H)... Reactants: solution, C[Si](C)(C)[N-][Si](C)(C)C.[Li+] (lithium bis(trimethylsilyl)amide), C1CCOC1 (THF), C1=CC=C(C=C1)N(S(=O)(=O)C(F)(F)F)S(=O)(=O)C(F)(F)F (N-phenyltrifluoromethane sulfonimide), FC(S(=O)(=O)OC1=CCC(CC1)C(CNS(=O)(=O)C(C)C)C)(F)F (N-[2-[4-[[(trifluoromethyl)sulfonyl]oxy]-3-cyclohexen-1-yl]propyl] 2-propanesulfonamide), material, C1CCOC1 (THF). Reaction conditions: time 30 minute. Yields the product C(=O)C1=CC=C(C=C1)C1=CCC(CC1)C(CNS(=O)(=O)C(C)C)C (N-[2-[4-[4-formylphenyl]-3-cyclohexen-1-yl]-propyl] 2-propanesulfonamide). Isolated yield 26.0%. Reaction SMILES: FC(F)(F)S(O[C:7]1[CH2:12][CH2:11][CH:10]([CH:13]([CH3:22])[CH2:14][NH:15][S:16]([CH:19]([CH3:21])[CH3:20])(=[O:18])=[O:17])[CH2:9][CH:8]=1)(=O)=O.C[Si]([N-][Si](C)(C)C)(C)C.[Li+].[CH:35]1[CH:40]=[CH:39][C:38](N(S(C(F)(F)F)(=O)=O)S(C(F)(F)F)(=O)=O)=[CH:37][CH:36]=1.C1C[O:59][CH2:58]C1>>[CH:58]([C:38]1[CH:39]=[CH:40][C:35]([C:7]2[CH2:12][CH2:11][CH:10]([CH:13]([CH3:22])[CH2:14][NH:15][S:16]([CH:19]([CH3:21])[CH3:20])(=[O:18])=[O:17])[CH2:9][CH:8]=2)=[CH:36][CH:37]=1)=[O:59] |f:1.2|. Procedure details: N-[2-[4-[[(trifluoromethyl)sulfonyl]oxy]-3-cyclohexen-1-yl]propyl] 2-propanesulfonamide: To a −78° C. solution of 1.0 g (3.82 mmol) of the material prepared in Preparation 2 in 6 ml of THF was added 8.4 ml of a 1 M solution of lithium bis(trimethylsilyl)amide in THF (8.4 mmol). The bath was removed and the mixture was stirred for 30 min and then 1.46 g (4.09 mmol) of N-phenyltrifluoromethane sulfonimide was added at ambient temperature. The mixture was stirred for 24 h. The reaction was quenched... Starting materials: C(C)(C)(C)C1=NC2=C(N1CC1CCC(CC1)(F)F)C=CC(=C2)S(=O)(=O)Cl (2-tert-butyl-1-[(4,4-difluorocyclohexyl)methyl]-1H-benzimidazole-5-sulfonyl chloride), N1CC(C1)NC(OC(C)(C)C)=O (tert-butyl azetidin-3-ylcarbamate). Solvent: CC#N (MeCN). Reagents/catalysts: CN(C)C=1C=CN=CC1 (DMAP). RXN SMILES: [C:1]([C:5]1[N:9]([CH2:10][CH:11]2[CH2:16][CH2:15][C:14]([F:18])([F:17])[CH2:13][CH2:12]2)[C:8]2[CH:19]=[CH:20][C:21]([S:23](Cl)(=[O:25])=[O:24])=[CH:22][C:7]=2[N:6]=1)([CH3:4])([CH3:3])[CH3:2].[NH:27]1[CH2:30][CH:29]([NH:31][C:32](=[O:38])[O:33][C:34]([CH3:37])([CH3:36])[CH3:35])[CH2:28]1>CN(C1C=CN=CC=1)C.CC#N>[C:34]([O:33][C:32](=[O:38])[NH:31][CH:29]1[CH2:30][N:27]([S:23]([C:21]2[CH:20]=[CH:19][C:8]3[N:9]([CH2:10][CH:11]4[CH2:16][CH2:15][C:14]([F:18])([F:17])[CH2:13][CH2:12]4)[C:5]([C:1]([CH3:4])([CH3:3])[CH3:2])=[N:6][C:7]=3[CH:22]=2)(=[O:25])=[O:24])[CH2:28]1)([CH3:37])([CH3:35])[CH3:36]. Reported procedure: Following the same procedure in Example 1, Step A, using 2-tert-butyl-1-[(4,4-difluorocyclohexyl)methyl]-1H-benzimidazole-5-sulfonyl chloride (0.41 g, 1.0 mmol), tert-butyl azetidin-3-ylcarbamate (0.17 g, 1.0 mmol) and DMAP (0.37 g, 3.0 mmol) in MeCN (20 mL). The crude product was purified by MPLC using Hex/EtOAc (1:1) on silica gel to give 0.40 g (74%) of a white solid as the title compound. 1H NMR (400 MHz, METHANOL-D4) δ 1.33 (s, 9 H), 1.48-1.62 (m, 2 H), 1.64 (s, 9 H), 1.67-1.87 (m, 4 H), 1.... Product: C(C)(C)(C)OC(NC1CN(C1)S(=O)(=O)C1=CC2=C(N(C(=N2)C(C)(C)C)CC2CCC(CC2)(F)F)C=C1)=O (tert-Butyl[1-({2-tert-butyl-1-[(4,4-difluorocyclohexyl)methyl]-1H-benzimidazol-5-yl}sulfonyl)azetidin-3-yl]carbamate). The yield is 74.0%.